This data is from the Open Reaction Database (ORD), a public repository of structured organic reaction records. The task is: describe an organic reaction: reactants, conditions, products, and yield Reactants: COS(=O)(=O)OC (dimethylsulfate), LiOH monohydrate, BrC=1C(=C(C(=C(C=O)C1)Cl)OC)O (5-Bromo-2-chloro-4-hydroxy-3-methoxybenzaldehyde). Run in C1CCOC1 (THF). Conditions: temperature 65 celsius, time 3 hour. Yields the product BrC=1C(=C(C(=C(C=O)C1)Cl)OC)OC (5-Bromo-2-chloro-3,4-dimethoxybenzaldehyde). The yield is 70.3%. Reaction SMILES: [Br:1][C:2]1[C:3]([OH:13])=[C:4]([O:11][CH3:12])[C:5]([Cl:10])=[C:6]([CH:9]=1)[CH:7]=[O:8].[CH3:14]OS(OC)(=O)=O>C1COCC1>[Br:1][C:2]1[C:3]([O:13][CH3:14])=[C:4]([O:11][CH3:12])[C:5]([Cl:10])=[C:6]([CH:9]=1)[CH:7]=[O:8]. Procedure: To the mixture of aldehyde 156 (15.0 g, 56.5 mmol) in THF (300 mL) were added dimethylsulfate (7.0 mL, 73.5 mmol) and LiOH monohydrate (3.1 g, 73.5 mmol). The mixture was stirred for 3 hours at 65° C. The mixture was cooled to r.t. and filtered to remove insoluble materials through celite. The filtrate was extracted with EtOAc/aq. 50% NaCl solution (200 mL/500 mL). The organic layer was dried over MgSO4, filtered, and concentrated in vacuo. The residue was purified by silica gel column chromatog... Starting materials: CC(C)(C)OC(=O)N1CCCC1Cc1cn(CCO[Si](C)(C)C(C)(C)C)c2cc(F)ccc12, CCCC[N+](CCCC)(CCCC)CCCC, C1CCOC1, CCCCCC, CCOC(C)=O, CCOC(C)=O, [F-]. Yields the product CC(C)(C)OC(=O)N1CCCC1Cc1cn(CCO)c2cc(F)ccc12. Reaction SMILES: [C:1]([CH3:2])([CH3:3])([CH3:4])[O:5][C:6](=[O:7])[N:8]1[CH:9]([CH2:13][c:14]2[cH:15][n:16]([CH2:24][CH2:25][O:26][Si:27]([C:28]([CH3:29])([CH3:30])[CH3:31])([CH3:32])[CH3:33])[c:17]3[cH:18][c:19]([F:23])[cH:20][cH:21][c:22]23)[CH2:10][CH2:11][CH2:12]1.[CH2:35]([N+:36]([CH2:37][CH2:38][CH2:39][CH3:40])([CH2:41][CH2:42][CH2:43][CH3:44])[CH2:45][CH2:46][CH2:47][CH3:48])[CH2:49][CH2:50][CH3:51].[CH2:64]1[O:65][CH2:66][CH2:67][CH2:68]1.[CH3:52][CH2:53][CH2:54][CH2:55][CH2:56][CH3:57].[CH3:58][CH2:59][O:60][C:61]([CH3:62])=[O:63].[CH3:69][CH2:70][O:71][C:72]([CH3:73])=[O:74].[F-:34]>>[C:1]([CH3:2])([CH3:3])([CH3:4])[O:5][C:6](=[O:7])[N:8]1[CH:9]([CH2:13][c:14]2[cH:15][n:16]([CH2:24][CH2:25][OH:26])[c:17]3[cH:18][c:19]([F:23])[cH:20][cH:21][c:22]23)[CH2:10][CH2:11][CH2:12]1. Starting materials: C(CCCCCCCCCCCCCCC)OCC(OCCCCCCCCCCCCCCCC)COCC1=CC(=CC=C1)C1CO1 (1,2-di-O-(n-hexadecyl)-3-O-[3-(1,2-epoxyethyl)-benzyl]-glycerol), C(C)(C)(C)N (t-butylamine), steel, C(C)(C)(C)N (t-Butylamine). Run at temperature 100 celsius. Product: C(CCCCCCCCCCCCCCC)OCC(OCCCCCCCCCCCCCCCC)COCC1=CC(=CC=C1)C(CNC(C)(C)C)O (1,2-di-O-(n-hexadecyl)-3-O-[3-(1-hydroxy-2-t-butylaminoethyl)-benzyl]-glycerol). The yield is 27.0%. As a reaction SMILES: [CH2:1]([O:17][CH2:18][CH:19]([CH2:37][O:38][CH2:39][C:40]1[CH:45]=[CH:44][CH:43]=[C:42]([CH:46]2[O:48][CH2:47]2)[CH:41]=1)[O:20][CH2:21][CH2:22][CH2:23][CH2:24][CH2:25][CH2:26][CH2:27][CH2:28][CH2:29][CH2:30][CH2:31][CH2:32][CH2:33][CH2:34][CH2:35][CH3:36])[CH2:2][CH2:3][CH2:4][CH2:5][CH2:6][CH2:7][CH2:8][CH2:9][CH2:10][CH2:11][CH2:12][CH2:13][CH2:14][CH2:15][CH3:16].[C:49]([NH2:53])([CH3:52])([CH3:51])[CH3:50]>>[CH2:1]([O:17][CH2:18][CH:19]([CH2:37][O:38][CH2:39][C:40]1[CH:45]=[CH:44][CH:43]=[C:42]([CH:46]([OH:48])[CH2:47][NH:53][C:49]([CH3:52])([CH3:51])[CH3:50])[CH:41]=1)[O:20][CH2:21][CH2:22][CH2:23][CH2:24][CH2:25][CH2:26][CH2:27][CH2:28][CH2:29][CH2:30][CH2:31][CH2:32][CH2:33][CH2:34][CH2:35][CH3:36])[CH2:2][CH2:3][CH2:4][CH2:5][CH2:6][CH2:7][CH2:8][CH2:9][CH2:10][CH2:11][CH2:12][CH2:13][CH2:14][CH2:15][CH3:16]. Reported procedure: t-Butylamine (30 ml) and 1,2-di-O-(n-hexadecyl)-3-O-[3-(1,2-epoxyethyl)-benzyl]-glycerol (2.0 g, 2.97 mmol) were placed in a steel bomb and heated to 100° C. for 9 hours. After cooling the reaction mixture, t-butylamine was removed under reduced pressure and the resulting oil purified by silica gel chromatography, eluted with benzene/ethanol. The desired fractions were saturated with gaseous hydrochloric acid, concentrated under reduced pressure, and recrystallized from ethyl acetate to give pur... The reactants are C=CC#N, CO, CNC1CCc2ccc(OC)cc2C1. Yields the product COc1ccc2c(c1)CC(N(C)CCC#N)CC2. Reaction SMILES: [CH2:15]=[CH:16][C:17]#[N:18].[CH3:19][OH:20].[CH3:1][O:2][c:3]1[cH:4][cH:5][c:6]2[c:11]([cH:12]1)[CH2:10][CH:9]([NH:13][CH3:14])[CH2:8][CH2:7]2>>[CH3:1][O:2][c:3]1[cH:4][cH:5][c:6]2[c:11]([cH:12]1)[CH2:10][CH:9]([N:13]([CH3:14])[CH2:15][CH2:16][C:17]#[N:18])[CH2:8][CH2:7]2.